This data is from the Open Reaction Database (ORD), a public repository of structured organic reaction records. The task is: describe an organic reaction: reactants, conditions, products, and yield The reactants are BrCc1cccc2c(-c3ccccc3)csc12, CC(=O)O, Cl, O. Yields the product O=Cc1cccc2c(-c3ccccc3)csc12. RXN SMILES: [Br:1][CH2:2][c:3]1[cH:4][cH:5][cH:6][c:7]2[c:8]1[s:9][cH:10][c:11]2-[c:12]1[cH:13][cH:14][cH:15][cH:16][cH:17]1.[CH3:19][C:20]([OH:21])=[O:22].[ClH:18].[OH2:23]>>[CH:2]([c:3]1[cH:4][cH:5][cH:6][c:7]2[c:8]1[s:9][cH:10][c:11]2-[c:12]1[cH:13][cH:14][cH:15][cH:16][cH:17]1)=[O:21]. The reactants are BrC1=CC=C2C(=C(C=NC2=C1)[N+](=O)[O-])O (7-Bromo-3-nitroquinolin-4-ol), O=P(Cl)(Cl)Cl (POCl3). Conditions: time 45 minute. The product is BrC1=CC=C2C(=C(C=NC2=C1)[N+](=O)[O-])Cl (7-bromo-4-chloro-3-nitroquinoline). As a reaction SMILES: [Br:1][C:2]1[CH:11]=[C:10]2[C:5]([C:6](O)=[C:7]([N+:12]([O-:14])=[O:13])[CH:8]=[N:9]2)=[CH:4][CH:3]=1.O=P(Cl)(Cl)[Cl:18]>>[Br:1][C:2]1[CH:11]=[C:10]2[C:5]([C:6]([Cl:18])=[C:7]([N+:12]([O-:14])=[O:13])[CH:8]=[N:9]2)=[CH:4][CH:3]=1. Procedure: 7-Bromo-3-nitroquinolin-4-ol (42 g, 156 millimoles (mmol)) was suspended in POCl3 (130 mL) and brought to 102° C. under an atmosphere of N2. After 45 min, all of the solids had dissolved, so the reaction was cooled to room temperature (RT). The resulting solids were collected by filtration, washed with H2O, and then partitioned with CH2Cl2 (3 L) and 2M Na2CO3 (500 mL). The organic layer was separated, washed with H2O (1×), dried over Na2SO4, filtered, and concentrated to afford 33.7 g of 7-bromo... The reactants are C(C)(C)(C)C1=CC=C(CNCCC2=CC(=C(C=C2)F)C(F)(F)F)C=C1 ((4-tert-butyl-benzyl)-[2-(4-fluoro-3-trifluoromethyl-phenyl)-ethyl]-amine), ClC=1C=C2C=CNC2=C(C1F)C(=O)O (5-chloro-6-fluoro-1H-indole-7-carboxylic acid), CN(C)C(=[N+](C)C)ON1C2=C(C=CC=C2)N=N1.[B-](F)(F)(F)F (TBTU), C(C)(C)N(C(C)C)CC (N,N-diisopropylethyl amine). Run in CN(C)C=O (DMF), O (water), CN(C)C=O (DMF). Run at time 5 minute. Yields the product C(C)(C)(C)C1=CC=C(CN(C(=O)C=2C(=C(C=C3C=CNC23)Cl)F)CCC2=CC(=C(C=C2)F)C(F)(F)F)C=C1 (5-Chloro-6-fluoro-1H-indole-7-carboxylic acid (4-tert-butyl-benzyl)-[2-(4-fluoro-3-trifluoromethyl-phenyl)-ethyl]-amide). Yield: 44.9%. RXN SMILES: [Cl:1][C:2]1[CH:3]=[C:4]2[C:8](=[C:9]([C:12]([OH:14])=O)[C:10]=1[F:11])[NH:7][CH:6]=[CH:5]2.CN(C(ON1N=NC2C=CC=CC1=2)=[N+](C)C)C.[B-](F)(F)(F)F.C(N(CC)C(C)C)(C)C.[C:46]([C:50]1[CH:70]=[CH:69][C:53]([CH2:54][NH:55][CH2:56][CH2:57][C:58]2[CH:63]=[CH:62][C:61]([F:64])=[C:60]([C:65]([F:68])([F:67])[F:66])[CH:59]=2)=[CH:52][CH:51]=1)([CH3:49])([CH3:48])[CH3:47]>CN(C=O)C.O>[C:46]([C:50]1[CH:70]=[CH:69][C:53]([CH2:54][N:55]([CH2:56][CH2:57][C:58]2[CH:63]=[CH:62][C:61]([F:64])=[C:60]([C:65]([F:67])([F:68])[F:66])[CH:59]=2)[C:12]([C:9]2[C:10]([F:11])=[C:2]([Cl:1])[CH:3]=[C:4]3[C:8]=2[NH:7][CH:6]=[CH:5]3)=[O:14])=[CH:52][CH:51]=1)([CH3:49])([CH3:47])[CH3:48] |f:1.2|. Reported procedure: To a solution of 60 mg (0.28 mmol) of 5-chloro-6-fluoro-1H-indole-7-carboxylic acid and 90 mg of TBTU (0.3 mmol) in 3 ml DMF, were added 0.24 ml (1.4 mmol) of N,N-diisopropylethyl amine. After stirring for 5 min at rt, 99 mg (0.28 mmol) of (4-tert-butyl-benzyl)-[2-(4-fluoro-3-trifluoromethyl-phenyl)-ethyl]-amine in 2 ml DMF were added. After stirring for 15 h at rt, the reaction mixture was diluted with 50 ml water and extracted with 2×50 ml EtOAc. The combined organic phases were washed with wa... Reactants: Cl.N1(CCCC1)CC=1C=C(C(=O)O)C=CC1 (3-pyrrolidin-1-ylmethyl-benzoic acid hydrochloride), S(=O)(Cl)Cl (thionyl chloride). Run in O1CCCC1 (tetrahydrofuran). Reaction conditions: time 2 hour. Yields the product Cl.N1(CCCC1)CC=1C=C(C(=O)Cl)C=CC1 (3-pyrrolidin-1-ylmethyl-benzoyl chloride hydrochloride). As a reaction SMILES: [ClH:1].[N:2]1([CH2:7][C:8]2[CH:9]=[C:10]([CH:14]=[CH:15][CH:16]=2)[C:11](O)=[O:12])[CH2:6][CH2:5][CH2:4][CH2:3]1.S(Cl)([Cl:19])=O>O1CCCC1>[ClH:19].[N:2]1([CH2:7][C:8]2[CH:9]=[C:10]([CH:14]=[CH:15][CH:16]=2)[C:11]([Cl:1])=[O:12])[CH2:6][CH2:5][CH2:4][CH2:3]1 |f:0.1,4.5|. Reported procedure: A suspension of 3-pyrrolidin-1-ylmethyl-benzoic acid hydrochloride (850 mg, 3.5 mmol) in dry tetrahydrofuran was treated with 2.55 mL of thionyl chloride (35 mmol, 10 eq) and stirred at room temperature for 2 hours. The solution thus obtained was then evaporated to dryness, the residue suspended in dry toluene, evaporated to dryness and dried under vacuum affording the title compound as pale brown solid (quantitative). The reactants are CC1COCCN1C=1C(=NC2=CC=C(C=C2N1)C(=O)OC)C1=CC=CC=C1 (methyl 3-(3-methylmorpholino)-2-phenylquinoxaline-6-carboxylate), [OH-].[Na+] (sodium hydroxide). Run in O (water), CO (methanol). Conditions: temperature 50 celsius, time 2 hour. Product: CC1COCCN1C=1C(=NC2=CC=C(C=C2N1)C(=O)O)C1=CC=CC=C1 (3-(3-Methylmorpholino)-2-phenylquinoxaline-6-carboxylic acid). Reaction SMILES: [CH3:1][CH:2]1[N:7]([C:8]2[C:9]([C:22]3[CH:27]=[CH:26][CH:25]=[CH:24][CH:23]=3)=[N:10][C:11]3[C:16]([N:17]=2)=[CH:15][C:14]([C:18]([O:20]C)=[O:19])=[CH:13][CH:12]=3)[CH2:6][CH2:5][O:4][CH2:3]1.[OH-].[Na+]>CO.O>[CH3:1][CH:2]1[N:7]([C:8]2[C:9]([C:22]3[CH:27]=[CH:26][CH:25]=[CH:24][CH:23]=3)=[N:10][C:11]3[C:16]([N:17]=2)=[CH:15][C:14]([C:18]([OH:20])=[O:19])=[CH:13][CH:12]=3)[CH2:6][CH2:5][O:4][CH2:3]1 |f:1.2|. Reported procedure: Into a 50-mL round-bottom flask, was placed a solution of methyl 3-(3-methylmorpholino)-2-phenylquinoxaline-6-carboxylate (45 mg, 0.12 mmol, 1.00 equiv) in methanol (10 mL). Then a solution of sodium hydroxide (25 mg, 0.62 mmol, 5.00 equiv) in water (2 mL) was added. The resulting solution was stirred for 2 hrs at 50° C. in an oil bath. The resulting mixture was concentrated in vacuo. The residue was diluted by 20 mL of water. The pH value of the aqueous solution was adjusted to 4-5 with aq. hyd... Reactants: FC(CC(F)(F)F)OC1=CC=C(C=CC#N)C=C1 (4-tetrafluoropropoxycinnamonitrile), FC1=CC=C(C#N)C=C1 (4-Fluorobenzonitrile), FC(CO)(C(F)F)F (2,2,3,3-tetrafluoropropanol). The product is FC(COC1=CC=C(C#N)C=C1)(C(F)F)F (4-(2,2,3,3-tetrafluoropropoxy)benzonitrile). As a reaction SMILES: FC(OC1C=CC(C=CC#N)=CC=1)CC(F)(F)F.F[C:20]1[CH:27]=[CH:26][C:23]([C:24]#[N:25])=[CH:22][CH:21]=1.[F:28][C:29]([F:35])([CH:32]([F:34])[F:33])[CH2:30][OH:31]>>[F:28][C:29]([F:35])([CH:32]([F:34])[F:33])[CH2:30][O:31][C:20]1[CH:27]=[CH:26][C:23]([C:24]#[N:25])=[CH:22][CH:21]=1. Procedure details: According to Ann. N.Y. Acad. Sci (1988), 544, pages 86 to 100 (Chem. Abstr. 111, 208650), 4-tetrafluoropropoxycinnamonitrile can be prepared in the following manner. 4-Fluorobenzonitrile is reacted with 2,2,3,3-tetrafluoropropanol to give 4-(2,2,3,3-tetrafluoropropoxy)benzonitrile which is then reduced by complex hydrides to give 4-(2,2,3,3-tetrafluoropropoxy)benzaldehyde. The 4-(2,2,3,3-tetrafluoropropoxy)benzaldehyde leads to the 4-tetrafluoropropoxycinnamonitrile by reaction with the anion of...